Dataset: the Open Reaction Database (ORD), a public repository of structured organic reaction records. Task: describe an organic reaction: reactants, conditions, products, and yield As a reaction SMILES: C([S@]([NH:7][C@@H:8]([C:10]1[CH:15]=[CH:14][C:13]([NH:16][S:17]([CH3:20])(=[O:19])=[O:18])=[C:12]([CH3:21])[CH:11]=1)[CH3:9])=O)(C)(C)C.[ClH:22].CO>O1CCOCC1>[ClH:22].[NH2:7][C@@H:8]([C:10]1[CH:15]=[CH:14][C:13]([NH:16][S:17]([CH3:20])(=[O:19])=[O:18])=[C:12]([CH3:21])[CH:11]=1)[CH3:9] |f:1.2,4.5|. Starting materials: C(C)(C)(C)[S@@](=O)N[C@H](C)C1=CC(=C(C=C1)NS(=O)(=O)C)C (N-[4-((1R)-1-{[(R)-tert-butylsulfinyl]amino}ethyl)-2-methylphenyl]methanesulfonamide), Cl.CO (HCl methanol). Procedure details: To N-[4-((1R)-1-{[(R)-tert-butylsulfinyl]amino}ethyl)-2-methylphenyl]methanesulfonamide (530 mg, 1.60 mmol) was added HCl-methanol (2.0 M, 5.0 mL) and 1,4-dioxane (5.0 mL). The solution was stirred at room temperature for 30 minutes and then concentrated in vacuo. Diethyl ether was added to precipitate amine hydrochloride. The precipitate was then filtered and washed with diethyl ether (450 mg, quant) to furnish the title compound as a white solid. Run in O1CCOCC1 (1,4-dioxane). Product: Cl.N[C@H](C)C1=CC(=C(C=C1)NS(=O)(=O)C)C (N-{4-[(1R)-1-AMINOETHYL]-2-METHYLPHENYL}METHANESULFONAMIDE HYDROCHLORIDE). Run at time 30 minute. The reactants are C(=O)(OCC1=CC=CC=C1)Cl (CBz-Cl), Br.BrCCN (2-bromoethylamine hydrobromide). Procedure details: A solution of CBz-Cl (7.7 mL; 54 mmol) in dioxane (5 mL) was added to a cold (0° C.) stirred solution of 2-bromoethylamine hydrobromide (10.0 g; 49 mmol) in 40 mL 1M NaOH:dioxane (3:1) under Schotten-Bauman conditions. The reaction mixture was allowed to attain rt. and extracted with CHCl3. The organic layer was separated, concentrated and purified by column chromatography (CHCl3) to give the sub-title compound in a 92% yield. Yield: 92.0%. Run in O1CCOCC1 (dioxane), [OH-].[Na+].O1CCOCC1 (NaOH dioxane). Yields the product C(C1=CC=CC=C1)OC(NCCBr)=O (Benzyl-N-(2-bromoethyl)carbamate). As a reaction SMILES: [C:1](Cl)([O:3][CH2:4][C:5]1[CH:10]=[CH:9][CH:8]=[CH:7][CH:6]=1)=[O:2].Br.[Br:13][CH2:14][CH2:15][NH2:16]>O1CCOCC1.[OH-].[Na+].O1CCOCC1>[CH2:4]([O:3][C:1](=[O:2])[NH:16][CH2:15][CH2:14][Br:13])[C:5]1[CH:10]=[CH:9][CH:8]=[CH:7][CH:6]=1 |f:1.2,4.5.6|.